This data is from the Open Reaction Database (ORD), a public repository of structured organic reaction records. The task is: describe an organic reaction: reactants, conditions, products, and yield Reactants: CC1=CC=C(C=C1)S(=O)(=O)OCC[C@@H]1[C@H](C1)C1CCN(CC1)C1=NC=C(C=N1)Cl (2-{(1R,2R)-2-[1-(5-chloropyrimidin-2-yl)piperidin-4-yl]cyclopropyl}ethyl 4-methylbenzenesulfonate), [N-]=[N+]=[N-].[Na+] (NaN3). Solvent: O (water), O (water), O1CCOCC1 (dioxane). Conditions: temperature 100 celsius, time 2.5 hour. Yields the product N(=[N+]=[N-])CCC1C(C1)C1CCN(CC1)C1=NC=C(C=N1)Cl (2-{4-[2-(2-azidoethyl)cyclopropyl]piperidin-1-yl}-5-chloropyrimidine). RXN SMILES: CC1C=CC(S(O[CH2:12][CH2:13][C@H:14]2[CH2:16][C@@H:15]2[CH:17]2[CH2:22][CH2:21][N:20]([C:23]3[N:28]=[CH:27][C:26]([Cl:29])=[CH:25][N:24]=3)[CH2:19][CH2:18]2)(=O)=O)=CC=1.[N-:30]=[N+:31]=[N-:32].[Na+]>O1CCOCC1.O>[N:30]([CH2:12][CH2:13][CH:14]1[CH2:16][CH:15]1[CH:17]1[CH2:22][CH2:21][N:20]([C:23]2[N:28]=[CH:27][C:26]([Cl:29])=[CH:25][N:24]=2)[CH2:19][CH2:18]1)=[N+:31]=[N-:32] |f:1.2|. Reported procedure: 2-{2-[1-(5-chloropyrimidin-2-yl)piperidin-4-yl]cyclopropyl}ethyl 4-methylbenzenesulfonate from step 1 of this example (309 mg, 0.709 mmol) was in 5.67 mL dioxane. NaN3 (106 mg, 1.63 mmol) was added, followed by addition of 1.418 mL water. Reaction mixture was stirred at 100° C. for 2.5 hours before cooled back to room temperature. The reaction mixture was diluted with water and aqueous phase was further extracted with ethyl acetate for 3 times. The combined organic layers were washed with water ... Reactants: ClC1=CC(=C(C=C1Cl)N)N (4,5-dichloro-1,2-phenylendiamine), C(C)(C)(C)OC(CC(C1=CC(=CC=C1)C1=CC(=NC=C1)COC1OCCCC1)=O)=O ((RS)-3-oxo-3-{3-[2-(tetrahydro-pyran-2-yloxymethyl)-pyridin-4-yl]-phenyl}-propionic acid tert-butyl ester), C(=O)(C(F)(F)F)O (TFA). The solvent is C=1(C(=CC=CC1)C)C (xylene), C(Cl)Cl (CH2Cl2). Product: ClC1=CC2=C(NC(CC(=N2)C2=CC(=CC=C2)C2=CC(=NC=C2)CO)=O)C=C1Cl (7,8-Dichloro-4-[3-(2-hydroxymethyl-pyridin-4-yl)-phenyl]-1,3-dihydro-benzo[b][1,4]diazepin-2-one), solid. The yield is 53.0%. RXN SMILES: [Cl:1][C:2]1[C:7]([Cl:8])=[CH:6][C:5]([NH2:9])=[C:4]([NH2:10])[CH:3]=1.C([O:15][C:16](=O)[CH2:17][C:18](=O)[C:19]1[CH:24]=[CH:23][CH:22]=[C:21]([C:25]2[CH:30]=[CH:29][N:28]=[C:27]([CH2:31][O:32]C3CCCCO3)[CH:26]=2)[CH:20]=1)(C)(C)C.C(O)(C(F)(F)F)=O>C1(C)C(C)=CC=CC=1.C(Cl)Cl>[Cl:1][C:2]1[C:7]([Cl:8])=[CH:6][C:5]2[NH:9][C:16](=[O:15])[CH2:17][C:18]([C:19]3[CH:24]=[CH:23][CH:22]=[C:21]([C:25]4[CH:30]=[CH:29][N:28]=[C:27]([CH2:31][OH:32])[CH:26]=4)[CH:20]=3)=[N:10][C:4]=2[CH:3]=1. Procedure details: The title compound was prepared from commercially available 4,5-dichloro-1,2-phenylendiamine (177 mg, 1.0 mmol) and (RS)-3-oxo-3-{3-[2-(tetrahydro-pyran-2-yloxymethyl)-pyridin-4-yl]-phenyl}-propionic acid tert-butyl ester (Example K40) (412 mg, 1.0 mmol) in xylene (15 ml) under reflux conditions for 1.5 h according to the general procedure M and subsequent treatment with TFA in CH2Cl2 according to the general procedure N. Obtained as a light brown solid (220 mg, 53%). Run at temperature 85 celsius, time 45 minute. Yields the product CC1(COC(OC1)COC1=C(C(=NC=C1)CO)C)C ((4-((5,5-dimethyl-1,3-dioxan-2-yl)methoxy)-3-methylpyridin-2-yl)methanol). Yield: 39.7%. Reported procedure: The 4-((5,5-dimethyl-1,3-dioxan-2-yl)methoxy)-2,3-dimethylpyridine1-oxide (3.1 g, 11.6 mmol) obtained by the step (1c) was mixed with acetic anhydride (9.87 ml, 104 mmol). After the mixture was stirred at 85° C. for 45 minutes, acetic anhydride was removed. The residue was dissolved in methanol (40 ml) and a 5N aqueous sodium hydroxide solution (5.1 ml, 25.5 mmol) was added to the mixture while cooling on ice. The mixture was stirred at room temperature for one hour. Methanol was distilled off a... RXN SMILES: [CH3:1][C:2]1([CH3:19])[CH2:7][O:6][CH:5]([CH2:8][O:9][C:10]2[CH:15]=[CH:14][N+:13]([O-])=[C:12]([CH3:17])[C:11]=2[CH3:18])[O:4][CH2:3]1.C(OC(=O)C)(=[O:22])C.[OH-].[Na+]>>[CH3:1][C:2]1([CH3:19])[CH2:7][O:6][CH:5]([CH2:8][O:9][C:10]2[CH:15]=[CH:14][N:13]=[C:12]([CH2:17][OH:22])[C:11]=2[CH3:18])[O:4][CH2:3]1 |f:2.3|. Reactants: CC1(COC(OC1)COC1=C(C(=[N+](C=C1)[O-])C)C)C (4-((5,5-dimethyl-1,3-dioxan-2-yl)methoxy)-2,3-dimethylpyridine1-oxide), C(C)(=O)OC(C)=O (acetic anhydride), [OH-].[Na+] (sodium hydroxide). Starting materials: O=C1C=2NC=NC2N(\C(\N1)=N\NC(CCCN1N=CC(=C1)C1=CC=CC=C1)=O)CCCCC (N′-[(2E)-6-oxo-3-pentyl-1,3,6,7-tetrahydro-2H-purin-2-ylidene]-4-(4-phenyl-1H-pyrazol-1-yl)butanohydrazide). Run in C1(=CC=CC=C1)C (toluene). The product is C(CCCC)N1C=2N(C(C=3NC=NC13)=O)C(=NN2)CCCN2N=CC(=C2)C2=CC=CC=C2 (9-pentyl-3-[3-(4-phenyl-1H-pyrazol-1-yl)propyl]-6,9-dihydro-5H-[1,2,4]triazolo[4,3-a]purin-5-one). Yield: 66.0%. As a reaction SMILES: [O:1]=[C:2]1[NH:10]/[C:9](=[N:11]\[NH:12][C:13](=O)[CH2:14][CH2:15][CH2:16][N:17]2[CH:21]=[C:20]([C:22]3[CH:27]=[CH:26][CH:25]=[CH:24][CH:23]=3)[CH:19]=[N:18]2)/[N:8]([CH2:29][CH2:30][CH2:31][CH2:32][CH3:33])[C:7]2[N:6]=[CH:5][NH:4][C:3]1=2>C1(C)C=CC=CC=1>[CH2:29]([N:8]1[C:7]2[N:6]=[CH:5][NH:4][C:3]=2[C:2](=[O:1])[N:10]2[C:13]([CH2:14][CH2:15][CH2:16][N:17]3[CH:21]=[C:20]([C:22]4[CH:27]=[CH:26][CH:25]=[CH:24][CH:23]=4)[CH:19]=[N:18]3)=[N:12][N:11]=[C:9]12)[CH2:30][CH2:31][CH2:32][CH3:33]. Procedure details: A mixture of N′-[(2E)-6-oxo-3-pentyl-1,3,6,7-tetrahydro-2H-purin-2-ylidene]-4-(4-phenyl-1H-pyrazol-1-yl)butanohydrazide (369 mg, 0.823 mmols) in toluene (20 ml) was refluxed for 2 hours. After cooling to room temperature, the solid formed was filtered, washed with EtOAc/Hexane (1:9) and dried to give the desired product (234 mg, 66% yield) as off pink solid. LCMS calculated for C23H27N8O (M+H): 431.2. found: 431.1.